The task is: describe an organic reaction: reactants, conditions, products, and yield. This data is from the Open Reaction Database (ORD), a public repository of structured organic reaction records. Starting materials: C(C)(C)(C)OC(N[C@@H]1C[C@@H](CC1)OCC)=O (Cis-(3-ethoxycyclopentyl)carbamic acid tert-butyl ester), FC(C(=O)O)(F)F (trifluoroacetic acid). Run in ClCCl (dichloromethane). The product is C(C)O[C@H]1C[C@H](CC1)N (cis-3-ethoxycyclopentylamine). RXN SMILES: C(OC(=O)[NH:7][C@H:8]1[CH2:12][CH2:11][C@@H:10]([O:13][CH2:14][CH3:15])[CH2:9]1)(C)(C)C.FC(F)(F)C(O)=O>ClCCl>[CH2:14]([O:13][C@@H:10]1[CH2:11][CH2:12][C@H:8]([NH2:7])[CH2:9]1)[CH3:15]. Reported procedure: A solution of cyclopent-3-enecarboxylic acid (2.25 g), diphenylphosphoryl azide (4.7 mL), and triethylamine (2.8 mL) in 25 mL toluene was refluxed for 7 h. The mixture was cooled to rt and treated with 10 mL of tert-butanol. The resulting mixture was refluxed for an additional 16 h. The solvents were evaporated and the crude residue was chromatographed with silica gel (1:10 ethyl acetate:hexanes) to give Cyclopent-3-enylcarbamic acid tert-butyl ester (racemic): (2.37 g). Borane-tetrahydrofuran (... Reactants: substituted 3,4-dihydroisoquinoline, C1OC=2C=C3CCN=C(C3=CC2O1)C1=CC=CC=C1 (6,7-methylenedioxy-1-phenyl-3,4-dihydroisoquinoline), C1OC=2C=C3CCN=C(C3=CC2OC1)C1=CC=CC=C1 (6,7-ethylenedioxy-1-phenyl-3,4-dihydroisoquinoline). The product is C1OC=2C=C3CCNC(C3=CC2O1)C1=CC=CC=C1 (6,7-methylenedioxy-1-phenyl-1,2,3,4-tetrahydroisoquinoline), C1OC=2C=C3CCNC(C3=CC2OC1)C1=CC=CC=C1 (6,7-ethylenedioxy-1-phenyl-1,2,3,4-tetrahydroisoquinoline). Reaction SMILES: [CH2:1]1[O:13][C:12]2[CH:11]=[C:10]3[C:5]([CH2:6][CH2:7][N:8]=[C:9]3[C:14]3[CH:19]=[CH:18][CH:17]=[CH:16][CH:15]=3)=[CH:4][C:3]=2[O:2]1.[CH2:20]1[CH2:33][O:32][C:31]2[CH:30]=[C:29]3[C:24]([CH2:25][CH2:26][N:27]=[C:28]3[C:34]3[CH:39]=[CH:38][CH:37]=[CH:36][CH:35]=3)=[CH:23][C:22]=2[O:21]1>>[CH2:1]1[O:13][C:12]2[CH:11]=[C:10]3[C:5]([CH2:6][CH2:7][NH:8][CH:9]3[C:14]3[CH:15]=[CH:16][CH:17]=[CH:18][CH:19]=3)=[CH:4][C:3]=2[O:2]1.[CH2:20]1[CH2:33][O:32][C:31]2[CH:30]=[C:29]3[C:24]([CH2:25][CH2:26][NH:27][CH:28]3[C:34]3[CH:35]=[CH:36][CH:37]=[CH:38][CH:39]=3)=[CH:23][C:22]=2[O:21]1. Procedure details: Substitution of an equivalent quantity of 6,7-methylenedioxy-1-phenyl-3,4-dihydroisoquinoline or 6,7-ethylenedioxy-1-phenyl-3,4-dihydroisoquinoline for the substituted 3,4-dihydroisoquinoline called for in the first paragraph of this example and substantial repetition of the procedure there detailed affords 6,7-methylenedioxy-1-phenyl-1,2,3,4-tetrahydroisoquinoline, melting at about 94°-96°C., or 6,7-ethylenedioxy-1-phenyl-1,2,3,4-tetrahydroisoquinoline, melting at about 89°-91°C., respectively. Starting materials: BrC1=CC(=C(C=C1)NC(CCCl)=O)Cl (N-(4-bromo-2-chloro-phenyl)-3-chloro-propionamide), [Cl-].[Al+3].[Cl-].[Cl-] (aluminium chloride), ice water. Reaction conditions: temperature 140 celsius. Product: BrC=1C=C2CCC(NC2=C(C1)Cl)=O (6-Bromo-8-chloro-3,4-dihydro-1H-quinolin-2-one). Yield: 26.9%. As a reaction SMILES: [Br:1][C:2]1[CH:7]=[CH:6][C:5]([NH:8][C:9](=[O:13])[CH2:10][CH2:11]Cl)=[C:4]([Cl:14])[CH:3]=1.[Cl-].[Al+3].[Cl-].[Cl-]>>[Br:1][C:2]1[CH:7]=[C:6]2[C:5](=[C:4]([Cl:14])[CH:3]=1)[NH:8][C:9](=[O:13])[CH2:10][CH2:11]2 |f:1.2.3.4|. Reported procedure: A flame-dried 500-mL flask equipped with a magnetic stirring bar was charged with N-(4-bromo-2-chloro-phenyl)-3-chloro-propionamide (29.7 g, 0.1 mol) and aluminium chloride (53.3 g, 0.4 mol). In a pre-heated oil bath, the flask was heated at 140° C. for 1 hr. After cooling to room temperature, the mixture was treated with ice-water slowly and extracted with EtOAc. The organic layer was washed with water and brine in sequence, dried over anhy. Na2SO4, filtered, and concentrated in vacuo. The resu... Reactants: [N+](=[N-])=C1COC2=CC=C(C=C2C1=O)OCC1=CC=CC=C1 (3-diazo-6-benzyloxy-4-chromanone), C1(=CC=CC=C1)O (phenol). The reagents and catalysts are CC(=O)O.CC(=O)O.CC(=O)O.CC(=O)O.[Rh].[Rh] (Rhodium (II) acetate dimer). Solvent: C1(=CC=CC=C1)C (toluene), C(C)(=O)OCC (ethyl acetate). Yields the product C(C1=CC=CC=C1)OC=1C=C2C(C(COC2=CC1)OC1=CC=CC=C1)=O (6-Benzyloxy-3-phenoxy-4-chromanone). Yield: 12.4%. Reaction SMILES: [N+](=[C:3]1[C:12](=[O:13])[C:11]2[C:6](=[CH:7][CH:8]=[C:9]([O:14][CH2:15][C:16]3[CH:21]=[CH:20][CH:19]=[CH:18][CH:17]=3)[CH:10]=2)[O:5][CH2:4]1)=[N-].[C:22]1([OH:28])[CH:27]=[CH:26][CH:25]=[CH:24][CH:23]=1>C1(C)C=CC=CC=1.C(OCC)(=O)C.CC(O)=O.CC(O)=O.CC(O)=O.CC(O)=O.[Rh].[Rh]>[CH2:15]([O:14][C:9]1[CH:10]=[C:11]2[C:6](=[CH:7][CH:8]=1)[O:5][CH2:4][CH:3]([O:28][C:22]1[CH:27]=[CH:26][CH:25]=[CH:24][CH:23]=1)[C:12]2=[O:13])[C:16]1[CH:21]=[CH:20][CH:19]=[CH:18][CH:17]=1 |f:4.5.6.7.8.9|. Reported procedure: A solution of 17 g of 3-diazo-6-benzyloxy-4-chromanone and 17 g of phenol in 100 ml of toluene was heated to 110° C. in an oil bath. Rhodium (II) acetate dimer (50 mg) was added in one portion. After nitrogen evolution ceased (5 minutes), the reaction was allowed to cool to room temperature, diluted with ethyl acetate and washed with 10% sodium hydroxide to remove excess phenol. The organic layer was dried over sodium sulfate and evaporated in vacuo to give the crude product, which was purified ... Reactants: C1=CC(=CC(=C1)Cl)C(=O)OO (m-CPBA), ice, C(C)(C)N1CCC(CC1)S(=O)C=1C=CC2=C(C=3N(CCO2)C=C(N3)C3=NC=CC=C3)C1 (10-(1-isopropylpiperidin-4-ylsulfinyl)-2-(pyridin-2-yl)-5,6-dihydrobenzo[f]imidazo[1,2-d][1,4]oxazepine), C(=O)(C(F)(F)F)O (TFA). The solvent is C(Cl)Cl (DCM), C(Cl)Cl (DCM). Run at time 2 hour. The product is C(C)(C)N1CCC(CC1)S(=O)(=O)C=1C=CC2=C(C=3N(CCO2)C=C(N3)C3=NC=CC=C3)C1 (10-(1-isopropylpiperidin-4-ylsulfonyl)-2-(pyridin-2-yl)-5,6-dihydrobenzo[f]imidazo[1,2-d][1,4]oxazepine). Isolated yield 75.3%. As a reaction SMILES: [CH:1]([N:4]1[CH2:9][CH2:8][CH:7]([S:10]([C:12]2[CH:13]=[CH:14][C:15]3[O:21][CH2:20][CH2:19][N:18]4[CH:22]=[C:23]([C:25]5[CH:30]=[CH:29][CH:28]=[CH:27][N:26]=5)[N:24]=[C:17]4[C:16]=3[CH:31]=2)=[O:11])[CH2:6][CH2:5]1)([CH3:3])[CH3:2].C(O)(C(F)(F)F)=[O:33].C1C=C(Cl)C=C(C(OO)=O)C=1>C(Cl)Cl>[CH:1]([N:4]1[CH2:9][CH2:8][CH:7]([S:10]([C:12]2[CH:13]=[CH:14][C:15]3[O:21][CH2:20][CH2:19][N:18]4[CH:22]=[C:23]([C:25]5[CH:30]=[CH:29][CH:28]=[CH:27][N:26]=5)[N:24]=[C:17]4[C:16]=3[CH:31]=2)(=[O:33])=[O:11])[CH2:6][CH2:5]1)([CH3:3])[CH3:2]. Procedure details: To an ice-cooled solution of 9-(1-isopropylpiperidine-4-sulfinyl)-2-pyridin-2-yl-4,5-dihydro-6-oxa-1,3a-diazabenzo[e]azulene 198 (50 mg, 0.1145 mmol) in DCM (10 mL) was added TFA (44 μL, 0.573 mmol) followed by a slow addition of a solution of m-CPBA (30 mg, 0.172 mmol) in DCM (1 mL). The resulting mixture was stirred for 2 h at RT. Volatiles were removed under reduced pressure and the resulting residue was purified by column chromatography (C18, gradient 5-35% MeOH in 0.5% TFA/H2O) and then loa... Yields the product CC(=O)N1CCN(c2ccc(Nc3nc(Nc4ccc5cn[nH]c5c4)c4c(C)cn(S(=O)(=O)c5ccc(C)cc5)c4n3)cc2)CC1. The reactants are CCCCO, C[Si](C)(C)Cl, Cc1ccc(S(=O)(=O)n2cc(C)c3c(Nc4ccc5cn[nH]c5c4)nc(Cl)nc32)cc1, CC(=O)N1CCN(c2ccc(N)cc2)CC1. RXN SMILES: [CH2:53]([OH:54])[CH2:55][CH2:56][CH3:57].[CH3:48][Si:49]([Cl:50])([CH3:51])[CH3:52].[Cl:1][c:2]1[n:3][c:4]([NH:22][c:23]2[cH:24][cH:25][c:26]3[cH:27][n:28][nH:29][c:30]3[cH:31]2)[c:5]2[c:6]([n:7]1)[n:8]([S:12](=[O:13])(=[O:14])[c:15]1[cH:16][cH:17][c:18]([CH3:19])[cH:20][cH:21]1)[cH:9][c:10]2[CH3:11].[NH2:32][c:33]1[cH:34][cH:35][c:36]([N:39]2[CH2:40][CH2:41][N:42]([C:45]([CH3:46])=[O:47])[CH2:43][CH2:44]2)[cH:37][cH:38]1>>[c:2]1([NH:32][c:33]2[cH:34][cH:35][c:36]([N:39]3[CH2:40][CH2:41][N:42]([C:45]([CH3:46])=[O:47])[CH2:43][CH2:44]3)[cH:37][cH:38]2)[n:3][c:4]([NH:22][c:23]2[cH:24][cH:25][c:26]3[cH:27][n:28][nH:29][c:30]3[cH:31]2)[c:5]2[c:6]([n:7]1)[n:8]([S:12](=[O:13])(=[O:14])[c:15]1[cH:16][cH:17][c:18]([CH3:19])[cH:20][cH:21]1)[cH:9][c:10]2[CH3:11]. Starting materials: Clc1cccc(Cl)c1Br, O=C([O-])[O-], COc1ccccc1B(O)O, [K+], [K+], C1COCCO1, O. Product: COc1ccccc1-c1c(Cl)cccc1Cl. As a reaction SMILES: [Br:1][c:2]1[c:3]([Cl:9])[cH:4][cH:5][cH:6][c:7]1[Cl:8].[C:21](=[O:22])([O-:23])[O-:24].[CH3:10][O:11][c:12]1[c:13]([B:18]([OH:19])[OH:20])[cH:14][cH:15][cH:16][cH:17]1.[K+:25].[K+:26].[O:27]1[CH2:28][CH2:29][O:30][CH2:31][CH2:32]1.[OH2:33]>>[c:2]1(-[c:13]2[c:12]([O:11][CH3:10])[cH:17][cH:16][cH:15][cH:14]2)[c:3]([Cl:9])[cH:4][cH:5][cH:6][c:7]1[Cl:8]. Product: NC(CC(=O)OCC)C1=CC(=CC(=C1)Cl)Cl (Ethyl 3-amino-3-(3,5-dichlorophenyl)-propanoate). The reactants are C(C)(=O)[O-].[NH4+] (Ammonium acetate), ethyl-hydrogen-malonate, ClC=1C=C(C=O)C=C(C1)Cl (3,5-dichlorobenzaldehyde), C(C)O (ethanol). Reaction SMILES: [Cl:1][C:2]1[CH:3]=[C:4]([CH:7]=[C:8]([Cl:10])[CH:9]=1)[CH:5]=O.[C:11]([O-:14])(=[O:13])[CH3:12].[NH4+:15].[CH2:16](O)[CH3:17]>>[NH2:15][CH:5]([C:4]1[CH:3]=[C:2]([Cl:1])[CH:9]=[C:8]([Cl:10])[CH:7]=1)[CH2:12][C:11]([O:14][CH2:16][CH3:17])=[O:13] |f:1.2|. Reported procedure: 3,5-dichlorobenzaldehyde (1.75 g; 10 mmol) was dissolved in 50 mL ethanol. Ammonium acetate (1.9 g; 25 mmol) and ethyl-hydrogen-malonate (2 mL; 20 mmol) were added to the solution. It was stirred at reflux for 4h. Ethanol was evaporated and the residue was dissolved in 10% acetonitrile/H2O and it was purified on HPLC. Ethyl 3-amino-3-(3,5-dichlorophenyl)-propanoate was isolated after lyophilization. FAB-MS: (MH+)=282.1.